Dataset: the Open Reaction Database (ORD), a public repository of structured organic reaction records. Task: describe an organic reaction: reactants, conditions, products, and yield Starting materials: C1[C@@H](CC[C@H](C1)C(=O)O)CN (tranexamic acid), COC=1C=C2C=CC(=CC2=CC1)C(C(=O)[O-])C (6-methoxy(2-naphthyl]propanoate), CC(C)(C)OC.CC(=O)C.O (MTBE acetone water). The product is COC=1C=C2C=CC(=CC2=CC1)[C@@H](C(=O)OCCOC(=O)NC[C@@H]1CC[C@H](CC1)C(=O)O)C (trans-4-[({[(2S)-2-(6-Methoxy(2-naphthyl))propanoyloxy]ethoxyl}carbonylamino)methyl] Cyclohexanecarboxylic Acid). Isolated yield 9.0%. RXN SMILES: [CH2:1]1[CH2:6][C@H:5]([C:7]([OH:9])=[O:8])[CH2:4][CH2:3][C@H:2]1[CH2:10][NH2:11].[CH3:12][O:13][C:14]1[CH:15]=[C:16]2[C:21](=[CH:22][CH:23]=1)[CH:20]=[C:19]([CH:24]([CH3:28])[C:25]([O-:27])=[O:26])[CH:18]=[CH:17]2.[CH3:29][C:30]([O:33][CH3:34])(C)C.CC(C)=[O:37].O>>[CH3:12][O:13][C:14]1[CH:15]=[C:16]2[C:21](=[CH:22][CH:23]=1)[CH:20]=[C:19]([C@H:24]([CH3:28])[C:25]([O:27][CH2:29][CH2:30][O:33][C:34]([NH:11][CH2:10][C@H:2]1[CH2:3][CH2:4][C@H:5]([C:7]([OH:9])=[O:8])[CH2:6][CH2:1]1)=[O:37])=[O:26])[CH:18]=[CH:17]2 |f:2.3.4|. Procedure: Following the general nucleophilic carbamoylation procedure, tranexamic acid (6.9 g, 43.9 mmol) and 1-[(2,5-dioxopyrrolidinyl)oxycarbonyloxy]ethyl (2S)-2-[6-methoxy(2-naphthyl]propanoate (ca. 6.2 g, 14.9 mmol) were reacted in the MTBE/acetone/water mixture (160 mL) to yield the title compound 27 (579 mg, 9% yield) as a colorless powder after work-up, purification by silica gel column chromatography using ethyl acetate/hexane mixtures from 2:1 to 4:1 as eluent, and subsequent mass-guided preparat... Reactants: N1N=C(C=C1)C1=CC=C(C=C1)C(=O)N1CC=2N(CC3=C1C=CC=C3)C=CC2 ([4-(1H-pyrazol-3-yl)-phenyl]-(5H,11H-pyrrolo[2,1-c][1,4]benzodiazepin-10-yl)-methanone), CC1=C(C(=O)Cl)C=C(C=C1)F (2-methyl-5-fluorobenzoyl chloride). Run in N1=CC=CC=C1 (pyridine). The product is FC=1C=CC(=C(C(=O)N2N=C(C=C2)C2=CC=C(C=C2)C(=O)N2CC=3N(CC4=C2C=CC=C4)C=CC3)C1)C ({4-[1-(5-Fluoro-2-methyl-benzoyl)-1H-pyrazol-3-yl]-phenyl}-(5H,11H-pyrrolo[2,1-c][1,4]benzodiazepin-10-yl)-methanone). Yield: 22.7%. Reaction SMILES: [NH:1]1[CH:5]=[CH:4][C:3]([C:6]2[CH:11]=[CH:10][C:9]([C:12]([N:14]3[C:20]4[CH:21]=[CH:22][CH:23]=[CH:24][C:19]=4[CH2:18][N:17]4[CH:25]=[CH:26][CH:27]=[C:16]4[CH2:15]3)=[O:13])=[CH:8][CH:7]=2)=[N:2]1.[CH3:28][C:29]1[CH:37]=[CH:36][C:35]([F:38])=[CH:34][C:30]=1[C:31](Cl)=[O:32]>N1C=CC=CC=1>[F:38][C:35]1[CH:36]=[CH:37][C:29]([CH3:28])=[C:30]([CH:34]=1)[C:31]([N:1]1[CH:5]=[CH:4][C:3]([C:6]2[CH:11]=[CH:10][C:9]([C:12]([N:14]3[C:20]4[CH:21]=[CH:22][CH:23]=[CH:24][C:19]=4[CH2:18][N:17]4[CH:25]=[CH:26][CH:27]=[C:16]4[CH2:15]3)=[O:13])=[CH:8][CH:7]=2)=[N:2]1)=[O:32]. Procedure details: In the manner of Example 32, employing [4-(1H-pyrazol-3-yl)-phenyl]-(5H,11H-pyrrolo[2,1-c][1,4]benzodiazepin-10-yl)-methanone (0.35 g) in dry pyridine (10 ml) and 2-methyl-5-fluorobenzoyl chloride (0.22 g), the title compound (0.11 g) was obtained as an amorphous pale yellow solid, MS, m/z: 490 (M)+.